Dataset: the Open Reaction Database (ORD), a public repository of structured organic reaction records. Task: describe an organic reaction: reactants, conditions, products, and yield Reactants: FC1=CC=C(CBr)C=C1 (4-fluorobenzyl bromide), [Cl-].[NH4+] (ammonium chloride), O1C(CCC1)C=1NC2=CC=C(C=C2C1)S(=O)(=O)C (2-(2-tetrahydrofuranyl)-5-methanesulfonyl-1H-indole), O1C(CCC1)C=1NC2=CC=C(C=C2C1)S(=O)(=O)C (2-(2-tetrahydrofuranyl)-5-methanesulfonyl-1H-indole), [H-].[Na+] (sodium hydride). Solvent: CN(C=O)C (N,N-dimethylformamide). Reaction conditions: time 30 minute. Yields the product O1C(CCC1)C=1N(C2=CC=C(C=C2C1)S(=O)(=O)C)CC1=CC=C(C=C1)F (2-(2-tetrahydrofuranyl)-5-methanesulfonyl-1-(4-fluorobenzyl)-1H-indole). As a reaction SMILES: [O:1]1[CH2:5][CH2:4][CH2:3][CH:2]1[C:6]1[NH:7][C:8]2[C:13]([CH:14]=1)=[CH:12][C:11]([S:15]([CH3:18])(=[O:17])=[O:16])=[CH:10][CH:9]=2.[H-].[Na+].[F:21][C:22]1[CH:29]=[CH:28][C:25]([CH2:26]Br)=[CH:24][CH:23]=1.[Cl-].[NH4+]>CN(C)C=O>[O:1]1[CH2:5][CH2:4][CH2:3][CH:2]1[C:6]1[N:7]([CH2:26][C:25]2[CH:28]=[CH:29][C:22]([F:21])=[CH:23][CH:24]=2)[C:8]2[C:13]([CH:14]=1)=[CH:12][C:11]([S:15]([CH3:18])(=[O:17])=[O:16])=[CH:10][CH:9]=2 |f:1.2,4.5|. Reported procedure: To a solution of the compound obtained in Example 13: (2) (113 mg) in N,N-dimethylformamide (5 ml), 60% sodium hydride (25.6 mg) was added under nitrogen atmosphere at 0° C. and the mixture was stirred for 30 minutes, followed by addition of 4-fluorobenzyl bromide (121 mg), and the mixture was stirred for 1 hour. The reaction solution was then poured into a saturated aqueous ammonium chloride solution and extracted with ethyl acetate. The organic layer was washed with water and a saturated aqueo... Reactants: ClC=1C=C(C=C(C1Cl)Cl)C1(CC(=NO1)C1=CC(=C(C(=O)OC)C=C1)C)C(F)(F)F (methyl 4-(5-(3,4,5-trichlorophenyl)-5-(trifluoromethyl)-4,5-dihydroisoxazol-3-yl)-2-methylbenzoate), [OH-].[Na+] (NaOH), Cl (HCl). The solvent is C1CCOC1.O.CO (THF H2O MeOH). Run at time 18 hour. The product is ClC=1C=C(C=C(C1Cl)Cl)C1(CC(=NO1)C1=CC(=C(C(=O)O)C=C1)C)C(F)(F)F (4-(5-(3,4,5-trichlorophenyl)-5-(trifluoromethyl)-4,5-dihydroisoxazol-3-yl)-2-methylbenzoic acid). Yield: 95.4%. RXN SMILES: [Cl:1][C:2]1[CH:3]=[C:4]([C:10]2([C:26]([F:29])([F:28])[F:27])[O:14][N:13]=[C:12]([C:15]3[CH:24]=[CH:23][C:18]([C:19]([O:21]C)=[O:20])=[C:17]([CH3:25])[CH:16]=3)[CH2:11]2)[CH:5]=[C:6]([Cl:9])[C:7]=1[Cl:8].[OH-].[Na+].Cl>C1COCC1.O.CO>[Cl:1][C:2]1[CH:3]=[C:4]([C:10]2([C:26]([F:28])([F:29])[F:27])[O:14][N:13]=[C:12]([C:15]3[CH:24]=[CH:23][C:18]([C:19]([OH:21])=[O:20])=[C:17]([CH3:25])[CH:16]=3)[CH2:11]2)[CH:5]=[C:6]([Cl:9])[C:7]=1[Cl:8] |f:1.2,4.5.6|. Procedure details: A mixture of methyl 4-(5-(3,4,5-trichlorophenyl)-5-(trifluoromethyl)-4,5-dihydroisoxazol-3-yl)-2-methylbenzoate (4.1 g, 8.8 mmol) and NaOH (3.5 g, 88 mmol) in THF—H2O-MeOH (1:1:1, 90 mL) was stirred at rt for 18 h. The mixture was acidified with 2 N HCl and extracted with ethyl acetate (50 mL×3). The combined organic layers were washed with brine, dried over Na2SO4, filtered and concentrated under reduced pressure to give 4-(5-(3,4,5-trichlorophenyl)-5-(trifluoromethyl)-4,5-dihydroisoxazol-3-yl)... Starting materials: ClC1=NC=C(C=C1NS(=O)(=O)N(C)C)B1OC(C(O1)(C)C)(C)C (N-(2-chloro-5-(4,4,5,5-tetramethyl-1,3,2-dioxaborolan-2-yl)pyridin-3-yl)dimethylaminosulfonamide), BrC=1C=CC=2N(C1)C(=CN2)I (6-bromo-3-iodoimidazo[1,2-a]pyridine), dichloride palladium(II), C([O-])([O-])=O.[Na+].[Na+] (sodium carbonate), BrC=1C=CC=2N(C1)C(=CN2)C=2C=C(C(=NC2)Cl)NS(=O)(=O)N(C)C (N-(5-(6-bromoimidazo[1,2-a]pyridin-3-yl)-2-chloropyridin-3-yl)dimethylaminosulfonamide). The reagents and catalysts are C1(=CC=CC=C1)P([C-]1C=CC=C1)C1=CC=CC=C1.[C-]1(C=CC=C1)P(C1=CC=CC=C1)C1=CC=CC=C1.[Fe+2] (1,1′-bis(diphenylphosphino)ferrocene). Run in O1CCOCC1 (dioxane). Reaction conditions: temperature 110 celsius. Yields the product ClC1=NC=C(C=C1NS(=O)(=O)N(C)C)C1=CN=C2N1C=C(C=C2)C2=CC=NC=C2 (N-(2-Chloro-5-(6-(pyridin-4-yl)imidazo[1,2-a]pyridin-3-yl)pyridin-3-yl)dimethylaminosulfonamide). RXN SMILES: Br[C:2]1[CH:3]=[CH:4][C:5]2[N:6]([C:8]([C:11]3[CH:12]=[C:13]([NH:18][S:19]([N:22]([CH3:24])[CH3:23])(=[O:21])=[O:20])[C:14]([Cl:17])=[N:15][CH:16]=3)=[CH:9][N:10]=2)[CH:7]=1.Cl[C:26]1[C:31](NS(N(C)C)(=O)=O)=[CH:30][C:29](B2OC(C)(C)C(C)(C)O2)=[CH:28][N:27]=1.BrC1C=CC2N(C(I)=CN=2)C=1.C(=O)([O-])[O-].[Na+].[Na+]>C1(P(C2C=CC=CC=2)[C-]2C=CC=C2)C=CC=CC=1.[C-]1(P(C2C=CC=CC=2)C2C=CC=CC=2)C=CC=C1.[Fe+2].O1CCOCC1>[Cl:17][C:14]1[C:13]([NH:18][S:19]([N:22]([CH3:24])[CH3:23])(=[O:21])=[O:20])=[CH:12][C:11]([C:8]2[N:6]3[CH:7]=[C:2]([C:30]4[CH:29]=[CH:28][N:27]=[CH:26][CH:31]=4)[CH:3]=[CH:4][C:5]3=[N:10][CH:9]=2)=[CH:16][N:15]=1 |f:3.4.5,6.7.8|. Reported procedure: N-(5-(6-bromoimidazo[1,2-a]pyridin-3-yl)-2-chloropyridin-3-yl)dimethylaminosulfonamide. To a 5 mL microwave tube was added N-(2-chloro-5-(4,4,5,5-tetramethyl-1,3,2-dioxaborolan-2-yl)pyridin-3-yl)dimethylaminosulfonamide (0.200 g, 0.553 mmol), 6-bromo-3-iodoimidazo[1,2-a]pyridine (0.214 g, 0.664 mmol), 1,1′-bis(diphenylphosphino)ferrocene]dichloride palladium(II) (0.020 g, 0.028 mmol), sodium carbonate (0.691 mL, 1.383 mmol), and dioxane (3 mL). The resulting mixture was sealed and underwent micr... Starting materials: C1=CC=CC=2NC3=CC=CC=C3C(C12)=O (9-acridanone), [H-].[Na+] (sodium hydride), Cl.Cl.Cl.C(C)N(CCN1CCN(CC1)CCCl)CC (2-[4-[2-(diethylamino)ethyl]-1-piperazinyl]ethyl chloride trihydrochloride). Solvent: CN(C=O)C (dimethylformamide). Reaction conditions: time 0.5 hour. The product is C(C)N(CCN1CCN(CC1)CCC1=CC=CC=2NC3=CC=CC=C3C(C12)=O)CC (2-[4-[2-(diethylamino)ethyl]-1-piperazinyl]ethyl-9-acridanone). Reaction SMILES: [CH:1]1[C:14]2[C:13](=[O:15])[C:12]3[C:7](=[CH:8][CH:9]=[CH:10][CH:11]=3)[NH:6][C:5]=2[CH:4]=[CH:3][CH:2]=1.[H-].[Na+].Cl.Cl.Cl.[CH2:21]([N:23]([CH2:35][CH3:36])[CH2:24][CH2:25][N:26]1[CH2:31][CH2:30][N:29]([CH2:32][CH2:33]Cl)[CH2:28][CH2:27]1)[CH3:22]>CN(C)C=O>[CH2:35]([N:23]([CH2:21][CH3:22])[CH2:24][CH2:25][N:26]1[CH2:31][CH2:30][N:29]([CH2:32][CH2:33][C:11]2[C:12]3[C:13](=[O:15])[C:14]4[C:5](=[CH:4][CH:3]=[CH:2][CH:1]=4)[NH:6][C:7]=3[CH:8]=[CH:9][CH:10]=2)[CH2:28][CH2:27]1)[CH3:36] |f:1.2,3.4.5.6|. Procedure: A mixture of 9.75 g of 9-acridanone, 200 ml of dimethylformamide and 4.8 g sodium hydride is stirred for 0.5 hour, treated portionwise with 17.8 g of 2-[4-[2-(diethylamino)ethyl]-1-piperazinyl]ethyl chloride trihydrochloride, stirred at 70° for 18 hours, then heated to boiling under reflux for 8 hours and evaporated. The residue is treated with 100 ml of water and extracted with dichloromethane. The extract is washed with water, dried and evaporated. The product is crystallized twice from petrol... The reactants are resultant mixture, C(O)([O-])=O.[Na+] (sodium hydrogen carbonate), NCC1=C(C=C(C=C1)C1=NOC(C1)(C(F)(F)F)C1=CC(=C(C(=C1)Cl)Cl)Cl)Cl (3-(4-aminomethyl-3-chlorophenyl)-5-(3,4,5-trichlorophenyl)-5-trifluoromethyl-4,5-dihydroisoxazole), CSCC(=O)O ((methylthio) acetic acid), Cl.CN(CCCN=C=NCC)C (1-[3-(dimethylamino)propyl]-3-ethylcarbodiimide hydrochloride). The solvent is C(Cl)(Cl)Cl (chloroform), C(C)N(CC)CC (triethylamine). Yields the product ClC1=C(C=CC(=C1)C1=NOC(C1)(C(F)(F)F)C1=CC(=C(C(=C1)Cl)Cl)Cl)CNC(CSC)=O (N-[2-chloro-4-[5-(3,4,5-trichlorophenyl)-5-trifluoromethyl-4,5-dihydroisoxazole-3-yl]phenyl]methyl-2-(methylthio) acetamide). Reaction SMILES: [NH2:1][CH2:2][C:3]1[CH:8]=[CH:7][C:6]([C:9]2[CH2:13][C:12]([C:18]3[CH:23]=[C:22]([Cl:24])[C:21]([Cl:25])=[C:20]([Cl:26])[CH:19]=3)([C:14]([F:17])([F:16])[F:15])[O:11][N:10]=2)=[CH:5][C:4]=1[Cl:27].[CH3:28][S:29][CH2:30][C:31](O)=[O:32].Cl.CN(C)CCCN=C=NCC.C(=O)([O-])O.[Na+]>C(Cl)(Cl)Cl.C(N(CC)CC)C>[Cl:27][C:4]1[CH:5]=[C:6]([C:9]2[CH2:13][C:12]([C:18]3[CH:23]=[C:22]([Cl:24])[C:21]([Cl:25])=[C:20]([Cl:26])[CH:19]=3)([C:14]([F:17])([F:16])[F:15])[O:11][N:10]=2)[CH:7]=[CH:8][C:3]=1[CH2:2][NH:1][C:31](=[O:32])[CH2:30][S:29][CH3:28] |f:2.3,4.5|. Procedure details: To a solution of 0.11 g of 3-(4-aminomethyl-3-chlorophenyl)-5-(3,4,5-trichlorophenyl)-5-trifluoromethyl-4,5-dihydroisoxazole, 0.051 g of (methylthio) acetic acid and 0.048 g of triethylamine in 2 mL of chloroform, 0.092 g of 1-[3-(dimethylamino)propyl]-3-ethylcarbodiimide hydrochloride was added and the resultant mixture was stirred at room temperature for 15 hours. After the completion of the reaction, 2 mL of a saturated sodium hydrogen carbonate aqueous solution was added to the reaction mixt... Reactants: C(C)OC(=O)[C@@H]1N(CCC1)C(=O)SC1=CC(=CC=C1)O[Si](C)(C)C(C)(C)C ((R)-1-[3-(t-butyl-dimethyl-silanyloxy)-phenylsulfanyl-carbonyl]-pyrrolidine-2-carboxylic acid ethyl ester), solution, n-tetrabutylammonium fluoride. The solvent is C1CCOC1 (THF). Conditions: time 4 hour. The product is C(C)OC(=O)[C@@H]1N(CCC1)C(=O)SC1=CC(=CC=C1)O ((R)-1-(3-Hydroxy-phenylsulfanylcarbonyl)-pyrrolidine-2-carboxylic acid ethyl ester). Reaction SMILES: [CH2:1]([O:3][C:4]([C@H:6]1[CH2:10][CH2:9][CH2:8][N:7]1[C:11]([S:13][C:14]1[CH:19]=[CH:18][CH:17]=[C:16]([O:20][Si](C(C)(C)C)(C)C)[CH:15]=1)=[O:12])=[O:5])[CH3:2]>C1COCC1>[CH2:1]([O:3][C:4]([C@H:6]1[CH2:10][CH2:9][CH2:8][N:7]1[C:11]([S:13][C:14]1[CH:19]=[CH:18][CH:17]=[C:16]([OH:20])[CH:15]=1)=[O:12])=[O:5])[CH3:2]. Procedure: To the title B compound, (R)-1-[3-(t-butyl-dimethyl-silanyloxy)-phenylsulfanyl-carbonyl]-pyrrolidine-2-carboxylic acid ethyl ester (1.5 g, 3.66 mmol) in a flask at RT, is added 1 M solution of n-tetrabutylammonium fluoride (14.6 mL, 14.6 mmol) in THF and the reaction is stirred for 4 h. The reaction mixture is concentrated at reduced pressure, diluted with ethyl acetate, washed with water and brine, dried over anhydrous magnesium sulfate and concentrated. The crude (R)-1-(3-hydroxy-phenylsulfany... The reactants are CN1N=CC(=C1C(NC1=CC=2N(C=C1)N=C(N2)N2CCOCC2)=O)C(=O)O (1-methyl-5-(2-morpholin-4-yl-[1,2,4]triazolo[1,5-a]pyridin-7-ylcarbamoyl)-1H-pyrazole-4-carboxylic acid), C1(CCCC1)NC (cyclopentyl-methylamine), C(C)N(C(C)C)C(C)C (N-ethyldiisopropylamine), CCCP1(=O)OP(=O)(OP(=O)(O1)CCC)CCC (1-propanephosphonic acid cyclic anhydride). The solvent is O1CCCC1 (tetrahydrofurane). Conditions: temperature 70 celsius, time 22 hour. The product is C1(CCCC1)N(C(=O)C=1C=NN(C1C(=O)NC1=CC=2N(C=C1)N=C(N2)N2CCOCC2)C)C (N4-cyclopentyl-N4,1-dimethyl-N5-(2-morpholino-[1,2,4]triazolo[1,5-a]pyridin-7-yl)-1H-pyrazole-4,5-dicarboxamide). Yield: 92.8%. Reaction SMILES: [CH3:1][N:2]1[C:6]([C:7](=[O:24])[NH:8][C:9]2[CH:14]=[CH:13][N:12]3[N:15]=[C:16]([N:18]4[CH2:23][CH2:22][O:21][CH2:20][CH2:19]4)[N:17]=[C:11]3[CH:10]=2)=[C:5]([C:25]([OH:27])=O)[CH:4]=[N:3]1.[CH:28]1([NH:33][CH3:34])[CH2:32][CH2:31][CH2:30][CH2:29]1.C(N(C(C)C)C(C)C)C.CCCP1(OP(CCC)(=O)OP(CCC)(=O)O1)=O>O1CCCC1>[CH:28]1([N:33]([CH3:34])[C:25]([C:5]2[CH:4]=[N:3][N:2]([CH3:1])[C:6]=2[C:7]([NH:8][C:9]2[CH:14]=[CH:13][N:12]3[N:15]=[C:16]([N:18]4[CH2:19][CH2:20][O:21][CH2:22][CH2:23]4)[N:17]=[C:11]3[CH:10]=2)=[O:24])=[O:27])[CH2:32][CH2:31][CH2:30][CH2:29]1. Reported procedure: A mixture of 1-methyl-5-(2-morpholin-4-yl-[1,2,4]triazolo[1,5-a]pyridin-7-ylcarbamoyl)-1H-pyrazole-4-carboxylic acid (100 mg, 0.269 mmole), cyclopentyl-methylamine (107 mg, 1.08 mmole), N-ethyldiisopropylamine (376 ul, 2.15 mmole) and 1-propanephosphonic acid cyclic anhydride (50% in ethyl acetate, 404 ul, 0.673 mmole) in tetrahydrofurane (4 ml) was stirred for 22 hours at 70° C. The solvent was evaporated, the residue was triturated with sodium hydrogencarbonate solution. The precipitated solid... Starting materials: COC(=O)[C@@H]1CC[C@H](CC1)C1=NOC(=C1)C (trans-4-(5-methyl-isoxazol-3-yl)-cyclohexanecarboxylic acid methyl ester), [B-](F)(F)(F)F.[B-](F)(F)(F)F.C1C[N+]2(CC[N+]1(CC2)CCl)F (Selectfluor). Run in C(C)#N (acetonitrile). Conditions: temperature 90 celsius. Yields the product COC(=O)[C@@H]1CC[C@H](CC1)C1=NOC(=C1F)C (trans-4-(4-Fluoro-5-methyl-isoxazol-3-yl)-cyclohexanecarboxylic acid methyl ester). Yield: 13.0%. As a reaction SMILES: [CH3:1][O:2][C:3]([C@H:5]1[CH2:10][CH2:9][C@H:8]([C:11]2[CH:15]=[C:14]([CH3:16])[O:13][N:12]=2)[CH2:7][CH2:6]1)=[O:4].[B-](F)(F)(F)[F:18].[B-](F)(F)(F)F.C1[N+]2(CCl)CC[N+](F)(CC2)C1>C(#N)C>[CH3:1][O:2][C:3]([C@H:5]1[CH2:6][CH2:7][C@H:8]([C:11]2[C:15]([F:18])=[C:14]([CH3:16])[O:13][N:12]=2)[CH2:9][CH2:10]1)=[O:4] |f:1.2.3|. Reported procedure: A mixture of trans-4-(5-methyl-isoxazol-3-yl)-cyclohexanecarboxylic acid methyl ester (250 mg, 1.12 mmol) and Selectfluor® (476 mg, 1.34 mmol) in acetonitrile (5.6 ml) was heated at 90° C. for 20 h. After cooling to room temperature the reaction mixture was partitioned between ethyl acetate (50 ml) and water (25 ml). The layers were separated. The aqueous layer was extracted with two 50 ml-portions of ethyl acetate. The combined organic layers were washed with one 25 ml-portion of water/brine (1... Starting materials: C1OC=2C=C(C=CC2OC1)NN (3,4-ethylenedioxyphenylhydrazine), C(C)=O (acetaldehyde). The solvent is CCOCC (ether). Conditions: time 2 hour. The product is C1OC=2C=C(C=CC2OC1)NN=CC (acetaldehyde-3,4-ethylenedioxyphenylhydrazone). Isolated yield 78.3%. As a reaction SMILES: [CH2:1]1[CH2:10][O:9][C:8]2[CH:7]=[CH:6][C:5]([NH:11][NH2:12])=[CH:4][C:3]=2[O:2]1.[CH:13](=O)[CH3:14]>CCOCC>[CH2:1]1[CH2:10][O:9][C:8]2[CH:7]=[CH:6][C:5]([NH:11][N:12]=[CH:13][CH3:14])=[CH:4][C:3]=2[O:2]1. Reported procedure: To a solution of 17 g of 3,4-ethylenedioxyphenylhydrazine in 100 ml of ether was added dropwise 11 g of 80 % acetaldehyde at 5° - 10°C over a period of 30 minutes. After stirring for an additional 2 hours at 5° - 10°C, the ethereal solution was separated, and dried over anhydrous sodium sulfate. The ether was evaporated, and the resultant residue was distilled to give 15.4 g of acetaldehyde-3,4-ethylenedioxyphenylhydrazone having a boiling point of 139° - 142°C (0.15 mmHg). The reactants are C(Cl)(Cl)Cl (chloroform), C(CCCCCCCCCCCCCCC)OC1=CC=C(C=C1)O (p-(hexadecyloxy)phenol), BrCC(=O)OC (methyl bromoacetate), C([O-])([O-])=O.[K+].[K+] (potassium carbonate). Solvent: CC(=O)C (acetone). The product is COC(COC1=CC=C(C=C1)OCCCCCCCCCCCCCCCC)=O (4-Hexadecyloxyphenoxyacetic acid methyl ester). Isolated yield 89.4%. RXN SMILES: [CH2:1]([O:17][C:18]1[CH:23]=[CH:22][C:21]([OH:24])=[CH:20][CH:19]=1)[CH2:2][CH2:3][CH2:4][CH2:5][CH2:6][CH2:7][CH2:8][CH2:9][CH2:10][CH2:11][CH2:12][CH2:13][CH2:14][CH2:15][CH3:16].Br[CH2:26][C:27]([O:29][CH3:30])=[O:28].C(=O)([O-])[O-].[K+].[K+].C(Cl)(Cl)Cl>CC(C)=O>[CH3:30][O:29][C:27](=[O:28])[CH2:26][O:24][C:21]1[CH:22]=[CH:23][C:18]([O:17][CH2:1][CH2:2][CH2:3][CH2:4][CH2:5][CH2:6][CH2:7][CH2:8][CH2:9][CH2:10][CH2:11][CH2:12][CH2:13][CH2:14][CH2:15][CH3:16])=[CH:19][CH:20]=1 |f:2.3.4|. Procedure: A mixture of 23 g of p-(hexadecyloxy)phenol, 13.35 g of methyl bromoacetate, 10.45 g of potassium carbonate in 200 ml of acetone is refluxed for 24 hours. The mixture is cooled, chloroform added and filtered. The filtrate is evaporated and the residue crystallized from hexane to give 25 g of the desired compound as a gray white solid.